From a dataset of the Open Reaction Database (ORD), a public repository of structured organic reaction records. describe an organic reaction: reactants, conditions, products, and yield The reactants are ClC1=CC=C(OC2CCN(CC2)C(CNC2=CC3=C(NC(O3)=O)C=C2)=O)C=C1 (6-{2[-4-(4-Chloro-phenoxy)-piperidin-1-yl]-2-oxo-ethylamino}-3H-benzoxazol-2-one), COC1=CC=C(N)C=C1 (4-methoxy-aniline). The solvent is C(C)OCC (diethylether). Product: ClC1=CC=C(OC2CCN(CC2)C(CNC2=CC=C(C=C2)OC)=O)C=C1 (1-[4-(4-Chloro-phenoxy)-piperidin-1-yl]-2-(4-methoxy-phenylamino)-ethanone). RXN SMILES: [Cl:1][C:2]1[CH:28]=[CH:27][C:5]([O:6][CH:7]2[CH2:12][CH2:11][N:10]([C:13](=[O:26])[CH2:14][NH:15][C:16]3[CH:25]=[CH:24][C:19]4NC(=O)O[C:18]=4[CH:17]=3)[CH2:9][CH2:8]2)=[CH:4][CH:3]=1.[CH3:29][O:30]C1C=CC(N)=CC=1>C(OCC)C>[Cl:1][C:2]1[CH:3]=[CH:4][C:5]([O:6][CH:7]2[CH2:12][CH2:11][N:10]([C:13](=[O:26])[CH2:14][NH:15][C:16]3[CH:25]=[CH:24][C:19]([O:30][CH3:29])=[CH:18][CH:17]=3)[CH2:9][CH2:8]2)=[CH:27][CH:28]=1. Procedure: The title compound is prepared from 2-chloro-1-[4-(4-chloro-phenoxy)-piperidin-1-yl]-ethanone (Example 233) and 4-methoxy-aniline according to the method described in Example 206. Melting Point: 127-130° C. (diethylether)